This data is from the Open Reaction Database (ORD), a public repository of structured organic reaction records. The task is: describe an organic reaction: reactants, conditions, products, and yield Product: C(C)C1=CC=C(C=C1)C1=C(SC(=C1)C(F)(F)F)COC1=C(C=C(C=C1F)CCC(=O)O)F (3-(4-((3-(4-ethylphenyl)-5-(trifluoromethyl)thiophen-2-yl)methoxy)-3,5-difluorophenyl)propanoic acid). The reactants are C(C)C1=CC=C(C=C1)C1=C(SC(=C1)C(F)(F)F)CO ((3-(4-ethylphenyl)-5-(trifluoromethyl)thiophen-2-yl)methanol), OC1=C(C=C(C=C1F)CCC(=O)OCC)F (ethyl 3-(4-hydroxy-3,5-difluoro phenyl)propanoate), C(C)C1=CC=C(C=C1)C1=C(SC(=C1)C(F)(F)F)COC1=C(C=C(C=C1F)CCC(=O)OCC)F (ethyl 3-(4-((3-(4-ethylphenyl)-5-(trifluoromethyl)thiophen-2-yl)methoxy)-3,5-difluorophenyl)propanoate). Reported procedure: The title compound was prepared according to the procedure described in Example 208 by coupling of (3-(4-ethylphenyl)-5-(trifluoromethyl)thiophen-2-yl)methanol and ethyl 3-(4-hydroxy-3,5-difluoro phenyl)propanoate followed by hydrolysis of ethyl 3-(4-((3-(4-ethylphenyl)-5-(trifluoromethyl)thiophen-2-yl)methoxy)-3,5-difluorophenyl)propanoate to afford the desired product as an off-white solid. 1H NMR (400 MHz, CDCl3) δ 7.48 (s, 1H), 7.45 (d, J=7.5 Hz, 2H), 7.28 (d, J=7.6 Hz, 2H), 6.78 (d, J=7.9 H... RXN SMILES: C(C1C=CC(C2C=C(C(F)(F)F)SC=2CO)=CC=1)C.OC1C(F)=CC(CCC(OCC)=O)=CC=1F.[CH2:36]([C:38]1[CH:43]=[CH:42][C:41]([C:44]2[CH:48]=[C:47]([C:49]([F:52])([F:51])[F:50])[S:46][C:45]=2[CH2:53][O:54][C:55]2[C:60]([F:61])=[CH:59][C:58]([CH2:62][CH2:63][C:64]([O:66]CC)=[O:65])=[CH:57][C:56]=2[F:69])=[CH:40][CH:39]=1)[CH3:37]>>[CH2:36]([C:38]1[CH:39]=[CH:40][C:41]([C:44]2[CH:48]=[C:47]([C:49]([F:51])([F:52])[F:50])[S:46][C:45]=2[CH2:53][O:54][C:55]2[C:60]([F:61])=[CH:59][C:58]([CH2:62][CH2:63][C:64]([OH:66])=[O:65])=[CH:57][C:56]=2[F:69])=[CH:42][CH:43]=1)[CH3:37]. Solvent: C(C)(C)O (isopropanol), C1CCOC1 (THF), O (water), C1CCOC1 (THF). Reactants: C(C=1C(=CC=CC1)OC)=O (ortho-anisaldehyde), Cl (hydrogen chloride), C(CCC)[Li] (n-Butyl-lithium), COC1=C(C=CC=C1)N1CCN(CC1)CCC1=NC=CC=C1 (1-(2-methoxyphenyl)-4-(2-pyridylethyl)piperazine). Procedure details: n-Butyl-lithium (1.6M solution in hexane) (7.0 ml, 11.2 mmol, 1.1 equiv.) was added dropwise at below -60° C. to a solution of 1-(2-methoxyphenyl)-4-(2-pyridylethyl)piperazine base (3.00 g, 10.1 mmol) in anhydrous THF (20 ml). The resulting orange-red solution was stirred for a further 0.25 h at -70° C. then quenched with a solution of ortho-anisaldehyde (1.5 g, 11.0 mmol) in anhydrous THF (2 ml). The reaction mixture was poured into water (50 ml) and extracted with dichloromethane (2×75 ml). Th... Product: COC1=C(C=CC=C1)N1CCN(CC1)CCC1=NC=CC=C1C(C1=C(C=CC=C1)OC)O (1-(2-Methoxyphenyl)-4-[2-((α-hydroxy-2-methoxybenzyl)-2-pyridyl)ethyl]piperazine), trihydrochloride. Reaction conditions: temperature -70 celsius, time 0.25 hour. As a reaction SMILES: C([Li])CCC.[CH3:6][O:7][C:8]1[CH:13]=[CH:12][CH:11]=[CH:10][C:9]=1[N:14]1[CH2:19][CH2:18][N:17]([CH2:20][CH2:21][C:22]2[CH:27]=[CH:26][CH:25]=[CH:24][N:23]=2)[CH2:16][CH2:15]1.[CH:28](=[O:37])[C:29]1[C:30]([O:35][CH3:36])=[CH:31][CH:32]=[CH:33][CH:34]=1.Cl>C1COCC1.C(O)(C)C.O>[CH3:6][O:7][C:8]1[CH:13]=[CH:12][CH:11]=[CH:10][C:9]=1[N:14]1[CH2:19][CH2:18][N:17]([CH2:20][CH2:21][C:22]2[C:27]([CH:28]([OH:37])[C:29]3[CH:34]=[CH:33][CH:32]=[CH:31][C:30]=3[O:35][CH3:36])=[CH:26][CH:25]=[CH:24][N:23]=2)[CH2:16][CH2:15]1.